Dataset: the Open Reaction Database (ORD), a public repository of structured organic reaction records. Task: describe an organic reaction: reactants, conditions, products, and yield Reactants: N[C@H]1C2=C(C3=C(N(C1=O)CCOC)C=CC=C3)C=CC=C2 ((S)-7-amino-5-(2-methoxy-ethyl)-5H,7H-dibenzo[b,d]azepin-6-one), CC(C(=O)O)(C(=O)NCC(C(F)(F)F)(F)F)C (2,2-dimethyl-N-(2,2,3,3,3-pentafluoro-propyl)-malonamic acid), example 1c. The product is COCCN1C2=C(C3=C([C@@H](C1=O)NC(C(C(=O)NCC(C(F)(F)F)(F)F)(C)C)=O)C=CC=C3)C=CC=C2 (N—[(S)-5-(2-Methoxy-ethyl)-6-oxo-6,7-dihydro-5H-dibenzo[b,d]azepin-7-yl]-2,2-dimethyl-N′-(2,2,3,3,3-pentafluoro-propyl)-malonamide). RXN SMILES: [NH2:1][C@@H:2]1[C:8](=[O:9])[N:7]([CH2:10][CH2:11][O:12][CH3:13])[C:6]2[CH:14]=[CH:15][CH:16]=[CH:17][C:5]=2[C:4]2[CH:18]=[CH:19][CH:20]=[CH:21][C:3]1=2.[CH3:22][C:23]([CH3:38])([C:27]([NH:29][CH2:30][C:31]([F:37])([F:36])[C:32]([F:35])([F:34])[F:33])=[O:28])[C:24](O)=[O:25]>>[CH3:13][O:12][CH2:11][CH2:10][N:7]1[C:8](=[O:9])[C@@H:2]([NH:1][C:24](=[O:25])[C:23]([CH3:22])([CH3:38])[C:27]([NH:29][CH2:30][C:31]([F:36])([F:37])[C:32]([F:33])([F:34])[F:35])=[O:28])[C:3]2[CH:21]=[CH:20][CH:19]=[CH:18][C:4]=2[C:5]2[CH:17]=[CH:16][CH:15]=[CH:14][C:6]1=2. Procedure: Using (S)-7-amino-5-(2-methoxy-ethyl)-5H,7H-dibenzo[b,d]azepin-6-one and 2,2-dimethyl-N-(2,2,3,3,3-pentafluoro-propyl)-malonamic acid, the title compound was prepared in the same manner as example 1c (74%). White solid. MS: m/e=528(M+H+). The reactants are C1(CCCCC1)C(C1=C(C=2C(=NC=CC2)S1)C)NC1=CC=C(C(=O)OC)C=C1 (methyl 4-{[cyclohexyl(3-methylthieno[2,3-b]pyridin-2-yl)methyl]amino}benzoate), O1CCCC1 (tetrahydrofuran), [OH-].[Na+] (sodium hydroxide). Solvent: C(C)O (ethanol). Reaction conditions: time 8 hour. Yields the product C1(CCCCC1)C(C1=C(C=2C(=NC=CC2)S1)C)NC1=CC=C(C(=O)O)C=C1 (4-{[cyclohexyl(3-methylthieno[2,3-b]pyridin-2-yl)methyl]amino}benzoic acid). The yield is 74.5%. As a reaction SMILES: [CH:1]1([CH:7]([NH:18][C:19]2[CH:28]=[CH:27][C:22]([C:23]([O:25]C)=[O:24])=[CH:21][CH:20]=2)[C:8]2[S:16][C:11]3=[N:12][CH:13]=[CH:14][CH:15]=[C:10]3[C:9]=2[CH3:17])[CH2:6][CH2:5][CH2:4][CH2:3][CH2:2]1.O1CCCC1.[OH-].[Na+]>C(O)C>[CH:1]1([CH:7]([NH:18][C:19]2[CH:20]=[CH:21][C:22]([C:23]([OH:25])=[O:24])=[CH:27][CH:28]=2)[C:8]2[S:16][C:11]3=[N:12][CH:13]=[CH:14][CH:15]=[C:10]3[C:9]=2[CH3:17])[CH2:6][CH2:5][CH2:4][CH2:3][CH2:2]1 |f:2.3|. Procedure: To a mixture of methyl 4-{[cyclohexyl(3-methylthieno[2,3-b]pyridin-2-yl)methyl]amino}benzoate (975 mg) synthesized above, tetrahydrofuran (10 mL) and ethanol (10 mL) was added 1N aqueous sodium hydroxide solution (10 mL), and the mixture was stirred overnight with heating under reflux, and concentrated under reduced pressure. The residue was dissolved in water (20 mL), 1N hydrochloric acid (10 mL) was added, and the mixture was extracted with ethyl acetate. The extract was washed with saturated ... Starting materials: COCCOC, CCS, CC(C)(C)[O-], FC(F)(F)c1cnc(Cl)nc1, [K+]. The product is CCSc1ncc(C(F)(F)F)cn1. RXN SMILES: [CH2:21]([CH2:22][O:23][CH3:24])[O:25][CH3:26].[CH2:7]([CH3:8])[SH:9].[CH3:1][C:2]([CH3:3])([O-:4])[CH3:5].[Cl:10][c:11]1[n:12][cH:13][c:14]([C:17]([F:18])([F:19])[F:20])[cH:15][n:16]1.[K+:6]>>[CH2:7]([CH3:8])[S:9][c:11]1[n:12][cH:13][c:14]([C:17]([F:18])([F:19])[F:20])[cH:15][n:16]1. Starting materials: CN(C)C1CCCN(C(=O)c2ccc(NC(=O)c3ccccc3Cl)cc2)c2ccccc21, CI, ClC(Cl)Cl. Product: O=C(Nc1ccc(C(=O)N2CCC=Cc3ccccc32)cc1)c1ccccc1Cl. RXN SMILES: [CH3:1][N:2]([CH:3]1[CH2:4][CH2:5][CH2:6][N:7]([C:14]([c:15]2[cH:16][cH:17][c:18]([NH:21][C:22]([c:23]3[c:24]([Cl:29])[cH:25][cH:26][cH:27][cH:28]3)=[O:30])[cH:19][cH:20]2)=[O:31])[c:8]2[c:9]1[cH:10][cH:11][cH:12][cH:13]2)[CH3:32].[CH3:33][I:34].[CH:35]([Cl:36])([Cl:37])[Cl:38]>>[CH:3]1=[CH:4][CH2:5][CH2:6][N:7]([C:14]([c:15]2[cH:16][cH:17][c:18]([NH:21][C:22]([c:23]3[c:24]([Cl:29])[cH:25][cH:26][cH:27][cH:28]3)=[O:30])[cH:19][cH:20]2)=[O:31])[c:8]2[c:9]1[cH:10][cH:11][cH:12][cH:13]2. The reactants are OC1=CC(OC(=C1)C)=O (4-hydroxy-6-methyl-2-pyrone), C1(=CC=CC=C1)SCl (Benzenesulfenyl chloride), Cl (hydrogen chloride). Product: OC1=C(C(OC(=C1)C)=O)SC1=CC=CC=C1 (4-Hydroxy-6-methyl-3-phenylthio-2-pyrone). Reported procedure: Benzenesulfenyl chloride (7.2 g., 0.050 mol) dissolved in benzene (15 ml.) was added to a rapidly stirred slurry of 4-hydroxy-6-methyl-2-pyrone (6.3 g., 0.050 mol) in benzene (135 ml.). There was no apparent reaction at ambient temperature, but upon heating hydrogen chloride was evolved. After heating at reflux for 2 hours, the mixture was cooled and filtered to give 11.6 g. colorless crystals, m. 160°-162.5°C., 99 percent yield. Isolated yield 99.0%. RXN SMILES: [C:1]1([S:7]Cl)[CH:6]=[CH:5][CH:4]=[CH:3][CH:2]=1.[OH:9][C:10]1[CH:15]=[C:14]([CH3:16])[O:13][C:12](=[O:17])[CH:11]=1.Cl>C1C=CC=CC=1>[OH:9][C:10]1[CH:15]=[C:14]([CH3:16])[O:13][C:12](=[O:17])[C:11]=1[S:7][C:1]1[CH:6]=[CH:5][CH:4]=[CH:3][CH:2]=1. Run in C1=CC=CC=C1 (benzene), C1=CC=CC=C1 (benzene). Reactants: CC(C)(C)OC(=O)NC1(C(=O)O)CC1c1ccccc1, CCOCC, Cl, C1COCCO1. Yields the product NC1(C(=O)O)CC1c1ccccc1. Reaction SMILES: [C:1]([O:2][C:3](=[O:4])[NH:8][C:9]1([C:18](=[O:19])[OH:20])[CH:10]([c:12]2[cH:13][cH:14][cH:15][cH:16][cH:17]2)[CH2:11]1)([CH3:5])([CH3:6])[CH3:7].[CH3:28][CH2:29][O:30][CH2:31][CH3:32].[ClH:27].[O:21]1[CH2:22][CH2:23][O:24][CH2:25][CH2:26]1>>[NH2:8][C:9]1([C:18](=[O:19])[OH:20])[CH:10]([c:12]2[cH:13][cH:14][cH:15][cH:16][cH:17]2)[CH2:11]1. Starting materials: solution, CC(CC(C)O)C (4-methyl-2-pentanol), ClC1=NC=NC(=C1)Cl (4,6-dichloropyrimidine), solution, [Cl-].[NH4+] (ammonium chloride), [H-].[Na+] (sodium hydride). Solvent: O1CCCC1 (tetrahydrofuran), O1CCCC1 (tetrahydrofuran), O1CCCC1 (tetrahydrofuran). Run at time 10 minute. Yields the product crude product, ClC1=NC=NC(=C1)OC(CC(C)C)C (4-chloro-6-(1,3-dimethylbutoxy)pyrimidine). Reaction SMILES: [H-].[Na+].[CH3:3][CH:4]([CH3:9])[CH2:5][CH:6]([OH:8])[CH3:7].[Cl:10][C:11]1[CH:16]=[C:15](Cl)[N:14]=[CH:13][N:12]=1.[Cl-].[NH4+]>O1CCCC1>[Cl:10][C:11]1[CH:16]=[C:15]([O:8][CH:6]([CH3:7])[CH2:5][CH:4]([CH3:9])[CH3:3])[N:14]=[CH:13][N:12]=1 |f:0.1,4.5|. Procedure: In 4 ml of tetrahydrofuran was suspended 0.11 g of sodium hydride (60% in oil), to which 0.5 ml of a solution containing 0.23 g of 4-methyl-2-pentanol in tetrahydrofuran was added dropwise at room temperature, followed by stirring for 10 minutes. To this was added dropwise 0.5 ml of a solution containing 0.3 g of 4,6-dichloropyrimidine in tetrahydrofuran at 0° C., followed by stirring at the same temperature for 2 hours and further stirring at room temperature for 4 hours. The reaction mixture w...